Dataset: the Open Reaction Database (ORD), a public repository of structured organic reaction records. Task: describe an organic reaction: reactants, conditions, products, and yield The reactants are OBO, Clc1ccccc1Br, COc1cccc(F)c1. Yields the product COc1cccc(F)c1-c1ccccc1Cl. As a reaction SMILES: [BH:9]([OH:10])[OH:11].[Br:1][c:2]1[c:3]([Cl:8])[cH:4][cH:5][cH:6][cH:7]1.[F:12][c:13]1[cH:14][c:15]([O:19][CH3:20])[cH:16][cH:17][cH:18]1>>[c:2]1(-[c:14]2[c:13]([F:12])[cH:18][cH:17][cH:16][c:15]2[O:19][CH3:20])[c:3]([Cl:8])[cH:4][cH:5][cH:6][cH:7]1.